This data is from the Open Reaction Database (ORD), a public repository of structured organic reaction records. The task is: describe an organic reaction: reactants, conditions, products, and yield The reactants are CCN(CC)c1ccccc1, C#CCOc1ccc(C(=O)CC)c(O)c1. Yields the product CCC(=O)c1ccc2c(c1O)C=CCO2. As a reaction SMILES: [CH2:16]([N:17]([CH2:18][CH3:19])[c:20]1[cH:21][cH:22][cH:23][cH:24][cH:25]1)[CH3:26].[OH:1][c:2]1[c:3]([C:12]([CH2:13][CH3:14])=[O:15])[cH:4][cH:5][c:6]([O:8][CH2:9][C:10]#[CH:11])[cH:7]1>>[OH:1][c:2]1[c:3]([C:12]([CH2:13][CH3:14])=[O:15])[cH:4][cH:5][c:6]2[c:7]1[CH:11]=[CH:10][CH2:9][O:8]2. The reactants are O=C([O-])O, ClCc1csc(-c2ccc(Cl)cc2)n1, N#Cc1c(N)nc(S)c(C#N)c1-c1cccs1, [Na+], CN(C)C=O. Yields the product N#Cc1c(N)nc(SCc2csc(-c3ccc(Cl)cc3)n2)c(C#N)c1-c1cccs1. RXN SMILES: [C:32](=[O:33])([OH:34])[O-:35].[Cl:18][CH2:19][c:20]1[n:21][c:22](-[c:25]2[cH:26][cH:27][c:28]([Cl:31])[cH:29][cH:30]2)[s:23][cH:24]1.[NH2:1][c:2]1[n:3][c:4]([SH:17])[c:5]([C:15]#[N:16])[c:6](-[c:10]2[s:11][cH:12][cH:13][cH:14]2)[c:7]1[C:8]#[N:9].[Na+:36].[O:37]=[CH:38][N:39]([CH3:40])[CH3:41]>>[NH2:1][c:2]1[n:3][c:4]([S:17][CH2:19][c:20]2[n:21][c:22](-[c:25]3[cH:26][cH:27][c:28]([Cl:31])[cH:29][cH:30]3)[s:23][cH:24]2)[c:5]([C:15]#[N:16])[c:6](-[c:10]2[s:11][cH:12][cH:13][cH:14]2)[c:7]1[C:8]#[N:9]. Reactants: N1=C(Cl)N=C(Cl)N=C1Cl (cyanuric chloride), C(C)[Mg]Br (ethylmagnesium bromide), Cl (hydrochloric acid). The solvent is C1(=CC=CC=C1)C (toluene), C(C)OCC (diethyl ether). Reaction conditions: time 1 hour. Product: ClC1=NC(=NC(=N1)Cl)CC (2,4-Dichloro-6-ethyl-1,3,5,-triazine). Isolated yield 63.0%. As a reaction SMILES: [CH2:1]([Mg]Br)[CH3:2].[N:5]1[C:12]([Cl:13])=[N:11][C:9](Cl)=[N:8][C:6]=1[Cl:7].Cl>C(OCC)C.C1(C)C=CC=CC=1>[Cl:7][C:6]1[N:5]=[C:12]([Cl:13])[N:11]=[C:9]([CH2:1][CH3:2])[N:8]=1. Procedure: 1.5 equivalent of ethylmagnesium bromide dissolved in diethyl ether (prepared by reacting magnesium with ethyl bromide) are added dropwise to a suspension of one equivalent of cyanuric chloride in toluene, while keeping the temperature of the reaction mixture between 10° and 15° C. After the addition, this mixture is kept at room temperature for one hour. An aqueous solution containing 1.5 equivalent of hydrochloric acid is then added. The two phases are separated, the organic phase is dried ove... Starting materials: S(=O)(=O)(O[O-])[O-].[K+].[K+] (Potassium peroxymonosulfate), C(C)(=O)NC=1SC(=C(N1)CCC1=CC=C(C=C1)NC(OC(C)(C)C)=O)C(=O)NCC1=CC=C(C=C1)SC (tert-butyl (4-{2-[2-(acetylamino)-5-({[4-(methylthio)benzyl]amino}carbonyl)-1,3-thiazol-4-yl]ethyl}phenyl)carbamate), C1CCOC1 (THF), C1CCOC1 (THF). Solvent: O (water), O (water). Product: C(C)(=O)NC=1SC(=C(N1)CCC1=CC=C(C=C1)NC(OC(C)(C)C)=O)C(=O)NCC1=CC=C(C=C1)S(=O)(=O)C (tert-butyl (4-{2-[2-(acetylamino)-5-({[4-(methylsulfonyl)benzyl]amino}carbonyl)-1,3-thiazol-4-yl]ethyl}phenyl)carbamate). RXN SMILES: [S:1]([O-:6])(O[O-])(=O)=[O:2].[K+].[K+].[C:9]([NH:12][C:13]1[S:14][C:15]([C:34]([NH:36][CH2:37][C:38]2[CH:43]=[CH:42][C:41](SC)=[CH:40][CH:39]=2)=[O:35])=[C:16]([CH2:18][CH2:19][C:20]2[CH:25]=[CH:24][C:23]([NH:26][C:27](=[O:33])[O:28][C:29]([CH3:32])([CH3:31])[CH3:30])=[CH:22][CH:21]=2)[N:17]=1)(=[O:11])[CH3:10].[CH2:46]1COCC1>O>[C:9]([NH:12][C:13]1[S:14][C:15]([C:34]([NH:36][CH2:37][C:38]2[CH:39]=[CH:40][C:41]([S:1]([CH3:46])(=[O:6])=[O:2])=[CH:42][CH:43]=2)=[O:35])=[C:16]([CH2:18][CH2:19][C:20]2[CH:21]=[CH:22][C:23]([NH:26][C:27](=[O:33])[O:28][C:29]([CH3:32])([CH3:31])[CH3:30])=[CH:24][CH:25]=2)[N:17]=1)(=[O:11])[CH3:10] |f:0.1.2|. Procedure: Potassium peroxymonosulfate (264 mg) was suspended in water (1 ml) and THF (1 ml), and then tert-butyl (4-{2-[2-(acetylamino)-5-({[4-(methylthio)benzyl]amino}carbonyl)-1,3-thiazol-4-yl]ethyl}phenyl)carbamate (155 mg) in THF (2 ml) was added dropwise to the suspension at 0° C. The reaction mixture was stirred at r.t. for an hour, and then water was added to the suspension. The solution was extracted with AcOEt (twice). The combined organic layer was washed with brine, dried over anhydrous MgSO4, ...